This data is from the Open Reaction Database (ORD), a public repository of structured organic reaction records. The task is: describe an organic reaction: reactants, conditions, products, and yield Reactants: C(C1=CC=CC=C1)OC(=O)N[C@H](C(=O)N[C@H](C(=O)O)[C@@H](C)N[C@@H](CC1=CNC2=CC=CC=C12)C(=O)O)CC(NC(C1=CC=C(C=C1)OC)C1=CC=C(C=C1)OC)=O ((2S,3R)-2-[[(2S)-2-benzyloxycarbonylamino-3-[N-[bis(4-methoxyphenyl)methyl]carbamoyl]propionyl]amino]-3-[[(1S)-1-carboxy-2-(3-indolyl)ethyl]amino]butyric acid). The reagents and catalysts are [Pd] (palladium on carbon). Solvent: C(C)(=O)O (acetic acid). Yields the product N[C@H](C(=O)N[C@H](C(=O)O)[C@@H](C)N[C@@H](CC1=CNC2=CC=CC=C12)C(=O)O)CC(NC(C1=CC=C(C=C1)OC)C1=CC=C(C=C1)OC)=O ((2S,3R)-2-[[(2S)-2-amino-3-[N-[bis(4-methoxyphenyl)methyl]carbamoyl]propionyl]amino]-3-[[(1S)-1-carboxy-2-(3-indolyl)ethyl]amino]butyric acid). Yield: 69.4%. As a reaction SMILES: C(OC([NH:11][C@@H:12]([CH2:37][C:38](=[O:57])[NH:39][CH:40]([C:49]1[CH:54]=[CH:53][C:52]([O:55][CH3:56])=[CH:51][CH:50]=1)[C:41]1[CH:46]=[CH:45][C:44]([O:47][CH3:48])=[CH:43][CH:42]=1)[C:13]([NH:15][C@@H:16]([C@H:20]([NH:22][C@H:23]([C:34]([OH:36])=[O:35])[CH2:24][C:25]1[C:33]2[C:28](=[CH:29][CH:30]=[CH:31][CH:32]=2)[NH:27][CH:26]=1)[CH3:21])[C:17]([OH:19])=[O:18])=[O:14])=O)C1C=CC=CC=1>C(O)(=O)C.[Pd]>[NH2:11][C@@H:12]([CH2:37][C:38](=[O:57])[NH:39][CH:40]([C:49]1[CH:50]=[CH:51][C:52]([O:55][CH3:56])=[CH:53][CH:54]=1)[C:41]1[CH:42]=[CH:43][C:44]([O:47][CH3:48])=[CH:45][CH:46]=1)[C:13]([NH:15][C@@H:16]([C@H:20]([NH:22][C@H:23]([C:34]([OH:36])=[O:35])[CH2:24][C:25]1[C:33]2[C:28](=[CH:29][CH:30]=[CH:31][CH:32]=2)[NH:27][CH:26]=1)[CH3:21])[C:17]([OH:19])=[O:18])=[O:14]. Reported procedure: A solution of (2S,3R)-2-[[(2S)-2-benzyloxycarbonylamino-3-[N-[bis(4-methoxyphenyl)methyl]carbamoyl]propionyl]amino]-3-[[(1S)-1-carboxy-2-(3-indolyl)ethyl]amino]butyric acid (800 mg) in acetic acid (20 ml) was hydrogenated under medium pressure (3 atm.) for 8 hours at room temperature in the presence of 10% palladium on carbon (120 mg). After removal of the catalyst, the solution was evaporated in vacuo and the residue was solidified with water to give (2S,3R)-2-[[(2S)-2-amino-3-[N-[bis(4-methoxy...